Dataset: the Open Reaction Database (ORD), a public repository of structured organic reaction records. Task: describe an organic reaction: reactants, conditions, products, and yield Reactants: C(=O)(OCC)C1(CC=2C(NC(NC2CC1)=O)=O)C(=O)OCC (6,6-Dicarboethoxy-5,6,7,8-tetrahydro-2,4(1H,3H)-quinazolinedione), Cl (HCl). Run in [OH-].[Na+] (NaOH). The product is C(=O)(OCC)C1CC=2C(NC(NC2CC1)=O)=O (6-Carboethoxy-5,6,7,8-tetrahydro-2,4(1H ,3H)-quinazolinedione). As a reaction SMILES: [C:1]([C:6]1(C(OCC)=O)[CH2:15][CH2:14][C:13]2[NH:12][C:11](=[O:16])[NH:10][C:9](=[O:17])[C:8]=2[CH2:7]1)([O:3][CH2:4][CH3:5])=[O:2].Cl>[OH-].[Na+]>[C:1]([CH:6]1[CH2:15][CH2:14][C:13]2[NH:12][C:11](=[O:16])[NH:10][C:9](=[O:17])[C:8]=2[CH2:7]1)([O:3][CH2:4][CH3:5])=[O:2] |f:2.3|. Reported procedure: A solution of of 6,6-Dicarboethoxy-5,6,7,8-tetrahydro-2,4(1H,3H)-quinazolinedione (25 g) in 1N NaOH (350 mL) was stirred at 40° C. for 35 min. The solution was cooled in an ice bath and acidified with 35 mL of concentrated HCl. The precipitate that formed was collected and refluxed in 20 ml of dimethylformamide (DMF) for 2 h. The reaction was cooled and the DMF removed in vacuo. To the resulting mixture 40 mL of water was added and the solid collected and dried to yield 6-Carboethoxy-5,6,7,8-tet...